Dataset: the Open Reaction Database (ORD), a public repository of structured organic reaction records. Task: describe an organic reaction: reactants, conditions, products, and yield Reported procedure: By a similar reaction operation as in Starting Material Synthetic Example 53 using 4-(tert-butoxycarbonylamino)-8-methylthiochromane-7-carboxylic acid (400 mg), 4-aminopyridine (91.9 mg) and 2-chloro-1-methylpyridinium iodide (474 mg), the objective 4-(tert-butoxycarbonylamino)-8-methyl-N-(4-pyridyl)thiochromane-7-carboxamide (1.80 g) was obtained as colorless crystals. Product: C(C)(C)(C)OC(=O)NC1CCSC2=C(C(=CC=C12)C(=O)NC1=CC=NC=C1)C (4-(tert-butoxycarbonylamino)-8-methyl-N-(4-pyridyl)thiochromane-7-carboxamide). The yield is 461.4%. The reactants are C(C)(C)(C)OC(=O)NC1CCSC2=C(C(=CC=C12)C(=O)O)C (4-(tert-butoxycarbonylamino)-8-methylthiochromane-7-carboxylic acid), NC1=CC=NC=C1 (4-aminopyridine), [I-].ClC1=[N+](C=CC=C1)C (2-chloro-1-methylpyridinium iodide). As a reaction SMILES: [C:1]([O:5][C:6]([NH:8][CH:9]1[C:18]2[C:13](=[C:14]([CH3:22])[C:15]([C:19]([OH:21])=O)=[CH:16][CH:17]=2)[S:12][CH2:11][CH2:10]1)=[O:7])([CH3:4])([CH3:3])[CH3:2].[NH2:23][C:24]1[CH:29]=[CH:28][N:27]=[CH:26][CH:25]=1.[I-].ClC1C=CC=C[N+]=1C>>[C:1]([O:5][C:6]([NH:8][CH:9]1[C:18]2[C:13](=[C:14]([CH3:22])[C:15]([C:19]([NH:23][C:24]3[CH:29]=[CH:28][N:27]=[CH:26][CH:25]=3)=[O:21])=[CH:16][CH:17]=2)[S:12][CH2:11][CH2:10]1)=[O:7])([CH3:4])([CH3:3])[CH3:2] |f:2.3|. Reactants: O1COC2=C1C=CC(=C2)CCSC(C)O ([{2-(1,3-benzodioxol-5-yl)ethyl}thio]ethanol), ice water, C(O)([O-])=O.[Na+] (sodium hydrogen-carbonate), C1=CC=CC=C1 (benzene), Cl.C(C1=CN=CC=C1)(=O)Cl (nicotinic chloride hydrochloride). Run in O (water), N1=CC=CC=C1 (pyridine). Yields the product C(C1=CN=CC=C1)(=O)OCCSCCC1=CC2=C(OCO2)C=C1 ([{2-(1,3-Benzodioxol-5-yl)ethyl}thio]ethyl Nicotinate). Reaction SMILES: [O:1]1[C:5]2[CH:6]=[CH:7][C:8]([CH2:10][CH2:11][S:12][CH:13](O)[CH3:14])=[CH:9][C:4]=2[O:3][CH2:2]1.C1C=CC=CC=1.Cl.[C:23](Cl)(=[O:30])[C:24]1[CH:29]=[CH:28][CH:27]=[N:26][CH:25]=1.C(=O)([O-])[OH:33].[Na+]>N1C=CC=CC=1.O>[C:23]([O:30][CH2:14][CH2:13][S:12][CH2:11][CH2:10][C:8]1[CH:7]=[CH:6][C:5]2[O:1][CH2:2][O:3][C:4]=2[CH:9]=1)(=[O:33])[C:24]1[CH:29]=[CH:28][CH:27]=[N:26][CH:25]=1 |f:2.3,4.5|. Procedure: 4 g of [{2-(1,3-benzodioxol-5-yl)ethyl}thio]ethanol prepared in the same manner as that of Example 2 was dissolved in 20 ml of pyridine. 50 ml of benzene was added to the solution. 4.7 g of nicotinic chloride hydrochloride was added thereto under stirring and the mixture was heated on a boiling water bath for 2 h. The reaction mixture was poured into ice/water. 100 ml of water and sodium hydrogen-carbonate were added thereto to make it weakly alkaline. After extraction with ethyl acetate, the et... Starting materials: COc1nc(OC)nc([N+]2(C)CCOCC2)n1, CO, [Cl-], O=C(O)CCCc1c[nH]c2ccc(F)cc12, CN(C)C1(c2ccccc2)CCC(CN)CC1. The product is CN(C)C1(c2ccccc2)CCC(CNC(=O)CCCc2c[nH]c3ccc(F)cc23)CC1. Reaction SMILES: [CH3:19][O:20][c:21]1[n:22][c:23]([O:24][CH3:25])[n:26][c:27]([N+:28]2([CH3:29])[CH2:30][CH2:31][O:32][CH2:33][CH2:34]2)[n:35]1.[CH3:52][OH:53].[Cl-:18].[F:36][c:37]1[cH:38][c:39]2[c:40]([CH2:46][CH2:47][CH2:48][C:49](=[O:50])[OH:51])[cH:41][nH:42][c:43]2[cH:44][cH:45]1.[NH2:1][CH2:2][CH:3]1[CH2:4][CH2:5][C:6]([c:9]2[cH:10][cH:11][cH:12][cH:13][cH:14]2)([N:15]([CH3:16])[CH3:17])[CH2:7][CH2:8]1>>[NH:1]([CH2:2][CH:3]1[CH2:4][CH2:5][C:6]([c:9]2[cH:10][cH:11][cH:12][cH:13][cH:14]2)([N:15]([CH3:16])[CH3:17])[CH2:7][CH2:8]1)[C:49]([CH2:48][CH2:47][CH2:46][c:40]1[c:39]2[cH:38][c:37]([F:36])[cH:45][cH:44][c:43]2[nH:42][cH:41]1)=[O:50]. The reactants are C(CC(=O)OC)(=O)OC (Dimethyl malonate), C(#N)C1=CC=C(C=O)C=C1 (4-cyanobenzaldehyde), N1CCCCC1 (piperidine). Run in CO (methanol). Reaction conditions: time 48 hour. The product is C(#N)C1=CC=C(C=C(C(=O)OC)C(=O)OC)C=C1 (Dimethyl 2-(4-cyanobenzylidene)malonate). RXN SMILES: [C:1]([O:8][CH3:9])(=[O:7])[CH2:2][C:3]([O:5][CH3:6])=[O:4].[C:10]([C:12]1[CH:19]=[CH:18][C:15]([CH:16]=O)=[CH:14][CH:13]=1)#[N:11].N1CCCCC1>CO>[C:10]([C:12]1[CH:19]=[CH:18][C:15]([CH:16]=[C:2]([C:1]([O:8][CH3:9])=[O:7])[C:3]([O:5][CH3:6])=[O:4])=[CH:14][CH:13]=1)#[N:11]. Reported procedure: Dimethyl malonate (5.04 g, 38.13 mmol), 4-cyanobenzaldehyde (5.00 g, 38.13 mmol) and piperidine (0.097 g, 1.1 mmol) are dissolved in methanol (150 ml). The reaction mixture is stirred for two days (48 hours) at room temperature. The solvent is removed in vacuo to afford a viscous oil which is recrystallised from methanol. Reactants: C(C1=CC=CC=C1)N1C=NC2=C1C=C(C=C2)C(=O)OCC (ethyl 3-benzyl-3H-benzo[d]imidazole-5-carboxylate), [OH-].[Na+] (NaOH). Solvent: C(C)O (ethanol). Reaction conditions: time 24 hour. The product is C(C1=CC=CC=C1)N1C=NC2=C1C=C(C=C2)C(=O)O (3-benzyl-3H-benzo[d]imidazole-5-carboxylic acid). The yield is 92.2%. As a reaction SMILES: [CH2:1]([N:8]1[C:12]2[CH:13]=[C:14]([C:17]([O:19]CC)=[O:18])[CH:15]=[CH:16][C:11]=2[N:10]=[CH:9]1)[C:2]1[CH:7]=[CH:6][CH:5]=[CH:4][CH:3]=1.[OH-].[Na+]>C(O)C>[CH2:1]([N:8]1[C:12]2[CH:13]=[C:14]([C:17]([OH:19])=[O:18])[CH:15]=[CH:16][C:11]=2[N:10]=[CH:9]1)[C:2]1[CH:3]=[CH:4][CH:5]=[CH:6][CH:7]=1 |f:1.2|. Procedure details: To a stirred solution of ethyl 3-benzyl-3H-benzo[d]imidazole-5-carboxylate (0.12 g, 0.43 mmol) in ethanol (10 mL) was added NaOH (0.12 g in 2 mL of H2O) and then the solution was stirred for 24 hr at room temperature. The reaction solution was then concentrated, diluted with water (10 mL) and then the pH was adjusted to using 1N HCl. The aqueous layer was then saturated with NaCl and extracted with ethyl acetate (2×50 mL). Then organic layer was dried (MgSO4), filtered and then concentrated to p...